This data is from the Open Reaction Database (ORD), a public repository of structured organic reaction records. The task is: describe an organic reaction: reactants, conditions, products, and yield The reactants are C(CCC)[Sn](CCCCCCCCCCCC)(CCCCCCCCCCCC)CCCCCCCCCCCC (n-butyl tri-n-dodecyltin), [Sn](Cl)(Cl)(Cl)Cl (tin tetrachloride). Solvent: CCCCCCC (n-heptane). The product is C(CCCCCCCCCCC)[Sn](CCCCCCCCCCCC)(CCCCCCCCCCCC)Cl (tri-n-dodecyltin chloride). The yield is 97.1%. RXN SMILES: C([Sn:5]([CH2:30][CH2:31][CH2:32][CH2:33][CH2:34][CH2:35][CH2:36][CH2:37][CH2:38][CH2:39][CH2:40][CH3:41])([CH2:18][CH2:19][CH2:20][CH2:21][CH2:22][CH2:23][CH2:24][CH2:25][CH2:26][CH2:27][CH2:28][CH3:29])[CH2:6][CH2:7][CH2:8][CH2:9][CH2:10][CH2:11][CH2:12][CH2:13][CH2:14][CH2:15][CH2:16][CH3:17])CCC.[Sn](Cl)(Cl)(Cl)[Cl:43]>CCCCCCC>[CH2:6]([Sn:5]([Cl:43])([CH2:30][CH2:31][CH2:32][CH2:33][CH2:34][CH2:35][CH2:36][CH2:37][CH2:38][CH2:39][CH2:40][CH3:41])[CH2:18][CH2:19][CH2:20][CH2:21][CH2:22][CH2:23][CH2:24][CH2:25][CH2:26][CH2:27][CH2:28][CH3:29])[CH2:7][CH2:8][CH2:9][CH2:10][CH2:11][CH2:12][CH2:13][CH2:14][CH2:15][CH2:16][CH3:17]. Procedure details: A 500 ml four-necked flask was charged with 95.0 g of n-butyl tri-n-dodecyltin, 36.4 g of tin tetrachloride and 150 ml of n-heptane, and they were reacted at 40° to 50° C. for 1 hour. After the reaction, the reaction mixture was washed three times with 100 ml of 10% aqueous solution of hydrochloric acid to remove mono-n-butyltin trichloride. The organic layer was dried with anhydrous magnesium sulfate, and concentrated to afford 89.3 g of tri-n-dodecyltin chloride having a purity of 97.2% as an ... Yields the product CC(C)N(C(=O)CN1C=CN(c2ccccc2)C(=O)C(=Cc2n[nH]c3ccccc23)C1=O)c1ccc(O)cc1. Reaction SMILES: [B:41]([Br:42])([Br:43])[Br:44].[CH3:45][OH:46].[Cl:47][CH2:48][Cl:49].[O:1]=[C:2]1[N:3]([CH2:26][C:27](=[O:28])[N:29]([c:30]2[cH:31][cH:32][c:33]([O:36][CH3:37])[cH:34][cH:35]2)[CH:38]([CH3:39])[CH3:40])[CH:4]=[CH:5][N:6]([c:20]2[cH:21][cH:22][cH:23][cH:24][cH:25]2)[C:7](=[O:19])[C:8]1=[CH:9][c:10]1[n:11][nH:12][c:13]2[cH:14][cH:15][cH:16][cH:17][c:18]12>>[O:1]=[C:2]1[N:3]([CH2:26][C:27](=[O:28])[N:29]([c:30]2[cH:31][cH:32][c:33]([OH:36])[cH:34][cH:35]2)[CH:38]([CH3:39])[CH3:40])[CH:4]=[CH:5][N:6]([c:20]2[cH:21][cH:22][cH:23][cH:24][cH:25]2)[C:7](=[O:19])[C:8]1=[CH:9][c:10]1[n:11][nH:12][c:13]2[cH:14][cH:15][cH:16][cH:17][c:18]12. The reactants are BrB(Br)Br, CO, ClCCl, COc1ccc(N(C(=O)CN2C=CN(c3ccccc3)C(=O)C(=Cc3n[nH]c4ccccc34)C2=O)C(C)C)cc1. Starting materials: [Al+3], O=C(O)CCc1ccccc1Cl, CCCCCCC, [Cl-], [Cl-], [Cl-], O, O=S(Cl)Cl. The product is O=C1CCc2c(Cl)cccc21. RXN SMILES: [Al+3:27].[C:1](=[O:2])([OH:3])[CH2:4][CH2:5][c:6]1[c:7]([Cl:12])[cH:8][cH:9][cH:10][cH:11]1.[CH3:17][CH2:18][CH2:19][CH2:20][CH2:21][CH2:22][CH3:23].[Cl-:24].[Cl-:25].[Cl-:26].[OH2:28].[S:13]([Cl:14])([Cl:15])=[O:16]>>[C:1]1(=[O:3])[CH2:4][CH2:5][c:6]2[c:7]([Cl:12])[cH:8][cH:9][cH:10][c:11]21. Reactants: ClC1=CC=C2C(=CNC2=C1)C(=O)N1CCC2(CC1)OC(C1=C2C=CC(=C1)F)=O (1′-[(6-chloro-1H-indol-3-yl)carbonyl]-5-fluoro-3H-spiro[2-benzofuran-1,4′-piperidin]-3-one), ClC=1N=NC(=CC1CCl)C (3-chloro-4-chloromethyl-6-methyl-pyridazine). The product is ClC1=CC=C2C(=CN(C2=C1)CC1=C(N=NC(=C1)C)Cl)C(=O)N1CCC2(CC1)OC(C1=C2C=CC(=C1)F)=O (1′-({6-Chloro-1-[(3-chloro-6-methylpyridazin-4-yl)methyl]-1H-indol-3-yl}carbonyl)-5-fluoro-3H-spiro[2-benzofuran-1,4′-piperidin]-3-one). As a reaction SMILES: [Cl:1][C:2]1[CH:10]=[C:9]2[C:5]([C:6]([C:11]([N:13]3[CH2:18][CH2:17][C:16]4([C:22]5[CH:23]=[CH:24][C:25]([F:27])=[CH:26][C:21]=5[C:20](=[O:28])[O:19]4)[CH2:15][CH2:14]3)=[O:12])=[CH:7][NH:8]2)=[CH:4][CH:3]=1.[Cl:29][C:30]1[N:31]=[N:32][C:33]([CH3:38])=[CH:34][C:35]=1[CH2:36]Cl>>[Cl:1][C:2]1[CH:10]=[C:9]2[C:5]([C:6]([C:11]([N:13]3[CH2:18][CH2:17][C:16]4([C:22]5[CH:23]=[CH:24][C:25]([F:27])=[CH:26][C:21]=5[C:20](=[O:28])[O:19]4)[CH2:15][CH2:14]3)=[O:12])=[CH:7][N:8]2[CH2:36][C:35]2[CH:34]=[C:33]([CH3:38])[N:32]=[N:31][C:30]=2[Cl:29])=[CH:4][CH:3]=1. Procedure details: Following the general procedure III as described above, the alkylation of 1′-[(6-chloro-1H-indol-3-yl)carbonyl]-5-fluoro-3H-spiro[2-benzofuran-1,4′-piperidin]-3-one (prepared according to example 19 above) with 3-chloro-4-chloromethyl-6-methyl-pyridazine (prepared by U.S. Pat. No. 3,453,277) gave the title compound. ES-MS m/e (%): 539.1 (M+H+). Starting materials: C(C)OC=1C=C(CC=2C(=NC(=NC2)N)N)C=C(C1I)OCC (5-(3,5-Diethoxy-4-iodo-benzyl)-pyrimidine-2,4-diamine), C([O-])([O-])=O.[Na+].[Na+] (sodium carbonate), CS(=O)(=O)C=1C=C(C=CC1)[B] (3-methylsulphonyl-phenylboron), tetrakis-triphenylphosphine palladium. The solvent is C(OC)COC (dimethoxyethane), O (water), C(C)O (ethanol). Product: C(C)OC1=C(C(=CC(=C1)CC=1C(=NC(=NC1)N)N)OCC)C1=CC(=CC=C1)SC (5-(2,6-diethoxy-3′-methylsulphanyl-biphenyl-4-ylmethyl)-pyrimidine-2,4-diamine). The yield is 5.7%. Reaction SMILES: [CH2:1]([O:3][C:4]1[CH:5]=[C:6]([CH:16]=[C:17]([O:20][CH2:21][CH3:22])[C:18]=1I)[CH2:7][C:8]1[C:9]([NH2:15])=[N:10][C:11]([NH2:14])=[N:12][CH:13]=1)[CH3:2].[CH3:23][S:24]([C:27]1[CH:28]=[C:29]([B])[CH:30]=[CH:31][CH:32]=1)(=O)=O.C(=O)([O-])[O-].[Na+].[Na+]>C(COC)OC.C(O)C.O>[CH2:1]([O:3][C:4]1[CH:5]=[C:6]([CH2:7][C:8]2[C:9]([NH2:15])=[N:10][C:11]([NH2:14])=[N:12][CH:13]=2)[CH:16]=[C:17]([O:20][CH2:21][CH3:22])[C:18]=1[C:31]1[CH:30]=[CH:29][CH:28]=[C:27]([S:24][CH3:23])[CH:32]=1)[CH3:2] |f:2.3.4,^3:27|. Reported procedure: Starting from 5-(3,5-diethoxy-4-iodo-benzyl)-pyrimidine-2,4-diamine (example 1) (178 mg; 0.43 mmol), 3-methylsulphonyl-phenylboron acid (140 mg; 0.86 mmol) and tetrakis-triphenylphosphine-palladium (69 mg; 0.060 mmol) in dimethoxyethane (4 ml), ethanol (3 ml) and sodium carbonate (387 mg; 3.6 mmol) in water (4.5 ml), 10 mg (63%) 5-(2,6-diethoxy-3′-methylsulphanyl-biphenyl-4-ylmethyl)-pyrimidine-2,4-diamine are obtained as a greyish powder analogously to example 2a after crystallization from meth... Starting materials: Cl.NN (hydrazine hydrochloride), FC1=C(C(=C(C(=C1O)F)F)F)F (pentafluorophenol), Cl.C(C)N=C=NCCCN(C)C (1-ethyl-3-(3-dimethylaminopropyl)carbodiimide hydrochloride), C(C)(C)(C)OC(=O)[C@@H](C\C=C\C1=CC=CC=C1)[C@H](C(=O)O)CC(C)C ((E)-2(R)-[1(S)-(tert-butoxycarbonyl)-4-phenyl-3-butenyl]-4-methylvaleric acid). Run in C(C)N(CC)CC (triethylamine), CN(C=O)C (dimethylformamide), C(C)(=O)OCC (ethyl acetate). Run at temperature 0 celsius, time 2.5 hour. The product is C(C)(C)(C)OC(=O)[C@@H](C\C=C\C1=CC=CC=C1)[C@H](C(=O)NN)CC(C)C ((E)-2(R)-[1(S)-(tert-butoxycarbonyl)-4-phenyl-3-butenyl]-4-methylvalerohydrazide). As a reaction SMILES: [C:1]([O:5][C:6]([C@H:8]([C@@H:18]([CH2:22][CH:23]([CH3:25])[CH3:24])[C:19](O)=[O:20])[CH2:9]/[CH:10]=[CH:11]/[C:12]1[CH:17]=[CH:16][CH:15]=[CH:14][CH:13]=1)=[O:7])([CH3:4])([CH3:3])[CH3:2].FC1C(O)=C(F)C(F)=C(F)C=1F.Cl.C(N=C=NCCCN(C)C)C.Cl.[NH2:51][NH2:52]>CN(C)C=O.C(OCC)(=O)C.C(N(CC)CC)C>[C:1]([O:5][C:6]([C@H:8]([C@@H:18]([CH2:22][CH:23]([CH3:25])[CH3:24])[C:19]([NH:51][NH2:52])=[O:20])[CH2:9]/[CH:10]=[CH:11]/[C:12]1[CH:17]=[CH:16][CH:15]=[CH:14][CH:13]=1)=[O:7])([CH3:4])([CH3:3])[CH3:2] |f:2.3,4.5|. Procedure: A solution of 20 g of (E)-2(R)-[1(S)-(tert-butoxycarbonyl)-4-phenyl-3-butenyl]-4-methylvaleric acid in 200 ml of dimethylformamide was cooled to 0° C. under nitrogen and treated with 11.8 g of pentafluorophenol and 12.3 g of 1-ethyl-3-(3-dimethylaminopropyl)carbodiimide hydrochloride. The mixture was stirred for 2.5 hours at 0° C. and then treated with 19.8 g of hydrazine hydrochloride and 33 ml of triethylamine. The mixture was left to warm to room temperature and was then stirred overnight. Ev...